Dataset: the Open Reaction Database (ORD), a public repository of structured organic reaction records. Task: describe an organic reaction: reactants, conditions, products, and yield Reaction SMILES: [CH:1]1[C:10]2[C:5](=[CH:6][CH:7]=[CH:8][CH:9]=2)[CH:4]=[CH:3][C:2]=1[S:11]([N:14]1[CH2:18][CH:17]2[CH2:19][N:20]([C:22]3[N:27]=[CH:26][C:25]([C:28]([O:30]CC)=[O:29])=[CH:24][N:23]=3)[CH2:21][CH:16]2[CH2:15]1)(=[O:13])=[O:12].[OH-].[Na+].Cl>C(O)C>[CH:1]1[C:10]2[C:5](=[CH:6][CH:7]=[CH:8][CH:9]=2)[CH:4]=[CH:3][C:2]=1[S:11]([N:14]1[CH2:15][CH:16]2[CH2:21][N:20]([C:22]3[N:27]=[CH:26][C:25]([C:28]([OH:30])=[O:29])=[CH:24][N:23]=3)[CH2:19][CH:17]2[CH2:18]1)(=[O:13])=[O:12] |f:1.2|. Procedure details: To a suspension of ethyl 2-[5-(naphthalene-2-sulfonyl)-hexahydro-pyrrolo[3,4-c]pyrrol-2-yl]-pyrimidine-5-carboxylate (0.201 g, 0.44 mmol) in ethanol (2 ml) was added 6M NaOH solution (2 ml, 12 mmol). The reaction was heated at 80° C. for 2 h, then cooled to r.t. The pH was adjusted to ˜5 by addition of 2M HCl. The solution was allowed to stand overnight, and the product was collected by filtration to give the title compound (0.154 g, 82%). 1H NMR (300 MHz, d6-DMSO) δ: 2.80-2.95 (2H, m), 3.17 (2H... The solvent is C(C)O (ethanol). Isolated yield 82.5%. Reactants: [OH-].[Na+] (NaOH), C1=C(C=CC2=CC=CC=C12)S(=O)(=O)N1CC2C(C1)CN(C2)C2=NC=C(C=N2)C(=O)OCC (ethyl 2-[5-(naphthalene-2-sulfonyl)-hexahydro-pyrrolo[3,4-c]pyrrol-2-yl]-pyrimidine-5-carboxylate), Cl (HCl). Run at temperature 80 celsius, time 8 hour. Yields the product C1=C(C=CC2=CC=CC=C12)S(=O)(=O)N1CC2C(C1)CN(C2)C2=NC=C(C=N2)C(=O)O (2-[5-(Naphthalene-2-sulfonyl)hexahydropyrrolo[3,4-c]pyrrol-2(1H)-yl]pyrimidine-5-carboxylic acid). The reactants are C1(=CC=CC=C1)P(=CC=O)(C1=CC=CC=C1)C1=CC=CC=C1 (2-triphenylphosphoranylideneacetaldehyde), isopropyl ester, ClC1=C(C=CC=C1)C1C(=C(NC(=C1C(=O)OC)C=O)C)C(=O)O (4-(2-chlorophenyl)-6-formyl-5-methoxycarbonyl-2-methyl-1,4-dihydropyridine-3-carboxylic acid), C(Cl)Cl (methylene chloride), C(Cl)Cl (methylene chloride). Run at time 50 minute. Yields the product isopropyl ester, ClC1=C(C=CC=C1)C1C(=C(NC(=C1C(=O)OC)C=CC=O)C)C(=O)O (4-(2-chlorophenyl)-6-(2-formylvinyl)-5-methoxycarbonyl-2-methyl-1,4-dihydropyridine-3-carboxylic acid). RXN SMILES: C1(P(C2C=CC=CC=2)(C2C=CC=CC=2)=[CH:8][CH:9]=[O:10])C=CC=CC=1.ClC1[CH:29]=[CH:28][CH:27]=[CH:26][C:25]=1[CH:30]1[C:35]([C:36]([O:38][CH3:39])=[O:37])=[C:34]([CH:40]=O)[NH:33][C:32]([CH3:42])=[C:31]1[C:43]([OH:45])=[O:44].[CH2:46]([Cl:48])Cl>>[Cl:48][C:46]1[CH:29]=[CH:28][CH:27]=[CH:26][C:25]=1[CH:30]1[C:35]([C:36]([O:38][CH3:39])=[O:37])=[C:34]([CH:40]=[CH:8][CH:9]=[O:10])[NH:33][C:32]([CH3:42])=[C:31]1[C:43]([OH:45])=[O:44]. Procedure details: To a solution of 2-triphenylphosphoranylideneacetaldehyde (1.9 g) in methylene chloride (15 ml) was added dropwise little by little a solution of isopropyl ester of 4-(2-chlorophenyl)-6-formyl-5-methoxycarbonyl-2-methyl-1,4-dihydropyridine-3-carboxylic acid (2.14 g) in methylene chloride (25 ml) with stirring over a period of 50 minutes, and the stirring was continued at ambient temperature for an hour. After removal of the methylene chloride from the reaction mixture, the residue was dissolved ... Reactants: C, NC(=O)N(Cc1ccc([N+](=O)[O-])cc1)OCc1ccccc1, CCOC(C)=O, [H][H], [Pd]. Product: NC(=O)N(Cc1ccc(N)cc1)OCc1ccccc1. RXN SMILES: [C:25].[CH2:1]([c:2]1[cH:3][cH:4][cH:5][cH:6][cH:7]1)[O:8][N:9]([C:10](=[O:11])[NH2:12])[CH2:13][c:14]1[cH:15][cH:16][c:17]([N+:20]([O-:21])=[O:22])[cH:18][cH:19]1.[CH3:27][CH2:28][O:29][C:30](=[O:31])[CH3:32].[H:23][H:24].[Pd:26]>>[CH2:1]([c:2]1[cH:3][cH:4][cH:5][cH:6][cH:7]1)[O:8][N:9]([C:10](=[O:11])[NH2:12])[CH2:13][c:14]1[cH:15][cH:16][c:17]([NH2:20])[cH:18][cH:19]1. Starting materials: C(C)(=O)N1CCN(CC1)C1=CC=C(C=C1)NC=1N=CC2=C(N1)N(C(=C2)C=O)C(CC)CC (2-[4-(4-acetyl-piperazin-1-yl)-phenylamino]-7-(1-ethyl-propyl)-7H-pyrrolo[2,3-d]pyrimidine-6-carbaldehyde), C1(=CC=C(C=C1)S(=O)(=O)[N+]#[C-])C (p-toluenesulfonyl isocyanide), C(=O)([O-])[O-].[K+].[K+] (K2CO3). Solvent: CO (MeOH). The product is C(C)C(CC)N1C(=CC2=C1N=C(N=C2)NC2=CC=C(C=C2)N2CCN(CC2)C(C)=O)C2=CN=CO2 (1-(4-{4-[7-(1-ethyl-propyl)-6-oxazol-5-yl-7H-pyrrolo[2,3-d]pyrimidin-2-ylamino]-phenyl}-piperazin-1-yl)-ethanone). The yield is 63.3%. As a reaction SMILES: [C:1]([N:4]1[CH2:9][CH2:8][N:7]([C:10]2[CH:15]=[CH:14][C:13]([NH:16][C:17]3[N:18]=[CH:19][C:20]4[CH:25]=[C:24]([CH:26]=[O:27])[N:23]([CH:28]([CH2:31][CH3:32])[CH2:29][CH3:30])[C:21]=4[N:22]=3)=[CH:12][CH:11]=2)[CH2:6][CH2:5]1)(=[O:3])[CH3:2].C1(C)C=CC(S([N+:42]#[C-:43])(=O)=O)=CC=1.[C:45]([O-])([O-])=O.[K+].[K+]>CO>[CH2:31]([CH:28]([N:23]1[C:21]2[N:22]=[C:17]([NH:16][C:13]3[CH:14]=[CH:15][C:10]([N:7]4[CH2:8][CH2:9][N:4]([C:1](=[O:3])[CH3:2])[CH2:5][CH2:6]4)=[CH:11][CH:12]=3)[N:18]=[CH:19][C:20]=2[CH:25]=[C:24]1[C:26]1[O:27][CH:43]=[N:42][CH:45]=1)[CH2:29][CH3:30])[CH3:32] |f:2.3.4|. Reported procedure: To a solution of 2-[4-(4-acetyl-piperazin-1-yl)-phenylamino]-7-(1-ethyl-propyl)-7H-pyrrolo[2,3-d]pyrimidine-6-carbaldehyde (30 mg, 0.07 mmol) in MeOH (1 mL) are added p-toluenesulfonyl isocyanide (16 mg, 0.08 mmol) and K2CO3 (29 mg, 0.21 mmol). The reaction mixture is heated at reflux for 1.5 h and concentrated in vacuo. The residue is purified by preparative HPLC to give 21 mg of 1-(4-{4-[7-(1-ethyl-propyl)-6-oxazol-5-yl-7H-pyrrolo[2,3-d]pyrimidin-2-ylamino]-phenyl}-piperazin-1-yl)-ethanone as ... The reactants are Cl (HCl), C1(=CC=CC=C1)C(C1=CC=CC=C1)=NC1=C(N=CS1)C(=O)OC (methyl 5-(diphenylmethyleneamino)thiazole-4-carboxylate). Solvent: C1CCOC1 (THF). Run at time 1 hour. Product: NC1=C(N=CS1)C(=O)OC (methyl 5-aminothiazole-4-carboxylate). Yield: 71.4%. As a reaction SMILES: Cl.C1(C(=[N:15][C:16]2[S:20][CH:19]=[N:18][C:17]=2[C:21]([O:23][CH3:24])=[O:22])C2C=CC=CC=2)C=CC=CC=1>C1COCC1>[NH2:15][C:16]1[S:20][CH:19]=[N:18][C:17]=1[C:21]([O:23][CH3:24])=[O:22]. Reported procedure: Aqueous 3N HCl (1 mL) was added to a solution of methyl 5-(diphenylmethyleneamino)thiazole-4-carboxylate (1.22 g, 3.81 mmol) in THF (5 mL). The reaction mixture was stirred for 1 h and the white solid which had formed was isolated by filtration to give methyl 5-aminothiazole-4-carboxylate (0.527 g, 2.72 mmol, 71%). Retention time (min)=0.422, method [7], MS(ESI) 159.0 (M+H). Starting materials: CCCCCCCCCCCCCCCCCCOCC(CBr)OCc1ccccc1, C[S-], ClC(Cl)Cl, [Na+], C1CCOC1. Product: CCCCCCCCCCCCCCCCCCOCC(CSC)OCc1ccccc1. RXN SMILES: [CH2:1]([CH2:2][CH2:3][CH2:4][CH2:5][CH2:6][CH2:7][CH2:8][CH2:9][CH2:10][CH2:11][CH2:12][CH2:13][CH2:14][CH2:15][CH2:16][CH2:17][CH3:18])[O:19][CH2:20][CH:21]([CH2:22][Br:23])[O:24][CH2:25][c:26]1[cH:27][cH:28][cH:29][cH:30][cH:31]1.[CH3:37][S-:38].[CH:40]([Cl:41])([Cl:42])[Cl:43].[Na+:39].[O:32]1[CH2:33][CH2:34][CH2:35][CH2:36]1>>[CH2:1]([CH2:2][CH2:3][CH2:4][CH2:5][CH2:6][CH2:7][CH2:8][CH2:9][CH2:10][CH2:11][CH2:12][CH2:13][CH2:14][CH2:15][CH2:16][CH2:17][CH3:18])[O:19][CH2:20][CH:21]([CH2:22][S:38][CH3:37])[O:24][CH2:25][c:26]1[cH:27][cH:28][cH:29][cH:30][cH:31]1. The reactants are CC1([C@@H]([C@@H]1\C=C(/C(OC)=O)\Br)C(=O)O)C ((1R,cis) 2,2-dimethyl-3(E)-[2-bromo-3-oxo-3-methoxy-propenyl]-cyclopropane-1-carboxylic acid), C(#N)[C@H](C1=CC(=CC=C1)OC1=CC=CC=C1)O ((S)α-cyano-3-phenoxy-benzyl alcohol). Run in C(Cl)(Cl)Cl (chloroform). Product: CC1([C@@H]([C@@H]1\C=C(/C(OC)=O)\Br)C(=O)O[C@@H](C1=CC(=CC=C1)OC1=CC=CC=C1)C#N)C ((S)α-cyano-3-phenoxy-benzyl (1R,cis) 2,2-dimethyl-3(E)-[2-bromo-3-oxo-3-methoxy-propenyl]-cyclopropane-1-carboxylate). As a reaction SMILES: [CH3:1][C:2]1([CH3:15])[C@@H:4](/[CH:5]=[C:6](/[Br:11])\[C:7](=[O:10])[O:8][CH3:9])[C@H:3]1[C:12]([OH:14])=[O:13].[C:16]([C@@H:18](O)[C:19]1[CH:24]=[CH:23][CH:22]=[C:21]([O:25][C:26]2[CH:31]=[CH:30][CH:29]=[CH:28][CH:27]=2)[CH:20]=1)#[N:17]>C(Cl)(Cl)Cl>[CH3:1][C:2]1([CH3:15])[C@@H:4](/[CH:5]=[C:6](/[Br:11])\[C:7](=[O:10])[O:8][CH3:9])[C@H:3]1[C:12]([O:14][C@H:18]([C:16]#[N:17])[C:19]1[CH:24]=[CH:23][CH:22]=[C:21]([O:25][C:26]2[CH:27]=[CH:28][CH:29]=[CH:30][CH:31]=2)[CH:20]=1)=[O:13]. Procedure details: Using the procedure of Example 1, the product of Step B and (S)α-cyano-3-phenoxy-benzyl alcohol were reacted to obtain (S)α-cyano-3-phenoxy-benzyl (1R,cis) 2,2-dimethyl-3(E)-[2-bromo-3-oxo-3-methoxy-propenyl]-cyclopropane-1-carboxylate with a specific rotation of [α]D20 =+9.5°±2.5° (c=0.3% in chloroform). As a reaction SMILES: [Mn]([O-])(=O)(=O)=O.[K+].C1(CC#N)C=CC=CC=1.[CH2:16]([OH:23])[C:17]1[CH:22]=[CH:21][CH:20]=[CH:19][CH:18]=1.S(=O)(O)[O-:25].[Na+].Cl>O.C1C=CC=CC=1>[C:16]([OH:25])(=[O:23])[C:17]1[CH:22]=[CH:21][CH:20]=[CH:19][CH:18]=1 |f:0.1,4.5|. Run in O (water), C1=CC=CC=C1 (benzene), C1=CC=CC=C1 (benzene). Run at time 3 hour. The reactants are [Mn](=O)(=O)(=O)[O-].[K+] (Potassium permanganate), C1(=CC=CC=C1)CC#N (phenylacetonitrile), C(C1=CC=CC=C1)O (benzyl alcohol), S([O-])(O)=O.[Na+] (sodium bisulphite), Cl (hydrochloric acid). Procedure: Potassium permanganate (3.16 g, 0.02 mol) in water (35 ml) was stirred for 10 minutes and then cooled in a water bath while phenylacetonitrile or benzyl alcohol (0.011 mol), benzene (20 ml) and the catalyst (Table 5) (1mmol) were added. The mixture was stirred for 3 hours at room temperature and worked up by addition of 4% sodium bisulphite (60 ml), acidification with 2N hydrochloric acid, separation of organic layer and extraction of the aqueous layer with benzene (2×20 ml). The combined organi... Yields the product C(C1=CC=CC=C1)(=O)O (benzoic acid). Reactants: C(C)OC(=O)C=1N(C(C=CC1C)=O)CC1=CC=CC=C1 (1-benzyl-3-methyl-6-oxo-1,6-dihydro-pyridine-2-carboxylic acid ethyl ester), BrN1C(CCC1=O)=O (N-bromosuccinimide), C(C1=CC=CC=C1)(=O)OOC(C1=CC=CC=C1)=O (benzoyl peroxide). Solvent: C(Cl)(Cl)(Cl)Cl (CCl4). Product: C(C)OC(=O)C=1N(C(C=CC1CBr)=O)CC1=CC=CC=C1 (1-Benzyl-3-bromomethyl-6-oxo-1,6-dihydro-pyridine-2-carboxylic acid ethyl ester). The yield is 72.4%. Reaction SMILES: [CH2:1]([O:3][C:4]([C:6]1[N:7]([CH2:14][C:15]2[CH:20]=[CH:19][CH:18]=[CH:17][CH:16]=2)[C:8](=[O:13])[CH:9]=[CH:10][C:11]=1[CH3:12])=[O:5])[CH3:2].[Br:21]N1C(=O)CCC1=O.C(OOC(=O)C1C=CC=CC=1)(=O)C1C=CC=CC=1>C(Cl)(Cl)(Cl)Cl>[CH2:1]([O:3][C:4]([C:6]1[N:7]([CH2:14][C:15]2[CH:16]=[CH:17][CH:18]=[CH:19][CH:20]=2)[C:8](=[O:13])[CH:9]=[CH:10][C:11]=1[CH2:12][Br:21])=[O:5])[CH3:2]. Procedure details: A mixture of 1-benzyl-3-methyl-6-oxo-1,6-dihydro-pyridine-2-carboxylic acid ethyl ester (158 mg, 0.58 mmol), N-bromosuccinimide (114 mg, 0.64 mmol) and benzoyl peroxide (14 mg, 0.058 mmol) in CCl4 (6 mL) was refluxed for 16 h. After cooling to r.t., solvent was evaporated in vacuo. The residue was chromatographed (0-35% EtOAc/hexanes) to give 147 mg of the title compound. 1H NMR (CDCl3, 200 MHz): δ=7.10-7.40 (m, 6H), 6.72 (d, 1H, J=9.2 Hz), 5.32 (s, 2H), 4.24, (s, 2H), 4.19 (q, 2H, J=7.0 Hz), 1....